From a dataset of the Open Reaction Database (ORD), a public repository of structured organic reaction records. describe an organic reaction: reactants, conditions, products, and yield The reactants are CC(C)C[AlH]CC(C)C, COC(=O)C(CC(C)C)NC(=O)OC(C)(C)C. Reaction SMILES: [CH3:18][CH:19]([CH2:20][AlH:21][CH2:22][CH:23]([CH3:24])[CH3:25])[CH3:26].[CH3:1][O:2][C:3]([CH:4]([NH:5][C:6](=[O:7])[O:8][C:9]([CH3:10])([CH3:11])[CH3:12])[CH2:13][CH:14]([CH3:15])[CH3:16])=[O:17]>>[O:2]=[CH:3][CH:4]([NH:5][C:6](=[O:7])[O:8][C:9]([CH3:10])([CH3:11])[CH3:12])[CH2:13][CH:14]([CH3:15])[CH3:16]. The product is CC(C)CC(C=O)NC(=O)OC(C)(C)C.